Dataset: the Open Reaction Database (ORD), a public repository of structured organic reaction records. Task: describe an organic reaction: reactants, conditions, products, and yield The reactants are [OH-].[Na+] (Caustic soda), S(=O)(=O)([O-])[O-].[Mg+2] (magnesium sulfate), [Cl-].[Mg+2].[Cl-] (magnesium chloride). Product: [Cl-].[Na+] (sodium chloride), S(=O)(=O)([O-])[O-].[Na+].[Na+] (sodium sulfate), [OH-].[Mg+2].[OH-] (magnesium hydroxide). RXN SMILES: [OH-:1].[Na+:2].[S:3]([O-:7])([O-:6])(=[O:5])=[O:4].[Mg+2:8].[Cl-:9].[Mg+2].[Cl-]>>[Cl-:9].[Na+:2].[S:3]([O-:7])([O-:6])(=[O:5])=[O:4].[Na+:2].[Na+:2].[OH-:1].[Mg+2:8].[OH-:4] |f:0.1,2.3,4.5.6,7.8,9.10.11,12.13.14|. Reported procedure: A calcium depleted solution 18 is removed from reactor 12 and is introduced to mixer-settler reactor 19. Caustic soda (sodium hydroxide) 20 also is introduced to reactor 19. As with the sodium carbonate used in reactor 12, the sodium hydroxide used in reactor 19 may be produced at another point in the process. In reactor 19, caustic soda 20 reacts with the magnesium sulfate and magnesium chloride in the feed to produce sodium chloride, more sodium sulfate and insoluble magnesium hydroxide. Essen... The reactants are C(C)OC(CCC1=C(C=C(C=C1)OCC1=CC(=C(C=C1)C(O[SiH2]C(C)(C)C)(C)C)OC)F)=O (3-{4-[4-(tert-butyl-dimethyl-silanyloxymethyl)-3-methoxy-benzyloxy]-2-fluoro-phenyl}-propionic acid ethyl ester), [F-].C(CCC)[N+](CCCC)(CCCC)CCCC (tetra-n-butylammoniumfluoride). The solvent is C1CCOC1 (THF). Conditions: temperature 25 celsius, time 2 hour. Yields the product FC1=C(C=CC(=C1)OCC1=CC(=C(C=C1)CO)OC)CCC(=O)OCC (Ethyl 3-[2-fluoro-4-[[4-(hydroxymethyl)-3-methoxy-phenyl]methoxy]phenyl]propanoate). Isolated yield 131.4%. As a reaction SMILES: [CH2:1]([O:3][C:4](=[O:33])[CH2:5][CH2:6][C:7]1[CH:12]=[CH:11][C:10]([O:13][CH2:14][C:15]2[CH:20]=[CH:19][C:18]([C:21](C)(C)[O:22][SiH2]C(C)(C)C)=[C:17]([O:30][CH3:31])[CH:16]=2)=[CH:9][C:8]=1[F:32])[CH3:2].[F-].C([N+](CCCC)(CCCC)CCCC)CCC>C1COCC1>[F:32][C:8]1[CH:9]=[C:10]([O:13][CH2:14][C:15]2[CH:20]=[CH:19][C:18]([CH2:21][OH:22])=[C:17]([O:30][CH3:31])[CH:16]=2)[CH:11]=[CH:12][C:7]=1[CH2:6][CH2:5][C:4]([O:3][CH2:1][CH3:2])=[O:33] |f:1.2|. Procedure: To a solution of 3-{4-[4-(tert-butyl-dimethyl-silanyloxymethyl)-3-methoxy-benzyloxy]-2-fluoro-phenyl}-propionic acid ethyl ester (1 g, 2.1 mmol) in THF (15 mL) is added tetra-n-butylammoniumfluoride (1 M in THF, 3.15 mL, 3.15 mmol) at 0° C. and the reaction mixture is stirred for 2 hour at 25° C. The reaction mixture is quenched with water and concentrated. The residue is diluted with EtOAc, washed with water (15 mL) and brine (15 mL), dried over sodium sulfate, filtered, and concentrated to giv... Starting materials: solution, CO (methanol), [Cl-].[NH4+] (ammonium chloride), ClC1=NC=CC(=C1)C#N (2-chloropyridine -4-carbonitrile). Solvent: C1(=CC=CC=C1)C (toluene), C1(=CC=CC=C1)C (toluene). Yields the product ClC1=NC=CC(=C1)C(N)=N (2-chloropyridine-4-carboximidamide). Reaction SMILES: [Cl-].[NH4+:2].[Cl:3][C:4]1[CH:9]=[C:8]([C:10]#[N:11])[CH:7]=[CH:6][N:5]=1.CO>C1(C)C=CC=CC=1>[Cl:3][C:4]1[CH:9]=[C:8]([C:10](=[NH:2])[NH2:11])[CH:7]=[CH:6][N:5]=1 |f:0.1|. Reported procedure: To a suspension of ammonium chloride (10.7 g, 200 mmol) in 250 mL of dry toluene. was added a 2 M solution of Al(CH3) (100 mL, 200 mmol) in toluene dropwise under nitrogen at 0° C. The resulting reaction mixture was stirred at rt until no more evolution of gas was observed and then 2-chloropyridine -4-carbonitrile (13.86 g, 100 mmol) was added. The mixture was stirred at 90° C. overnight. It was then cooled down to 0° C. and 300 mL of methanol were added with subsequent stirring for 1 h at rt. A... The reactants are O=c1[nH]c(CCl)nc2cc(Br)ccc12, COCCOC, O=P(Cl)(Cl)Cl, Cc1cccc(C)n1. Yields the product ClCc1nc(Cl)c2ccc(Br)cc2n1. Reaction SMILES: [Br:1][c:2]1[cH:3][cH:4][c:5]2[c:6](=[O:14])[nH:7][c:8]([CH2:12][Cl:13])[n:9][c:10]2[cH:11]1.[CH3:28][O:29][CH2:30][CH2:31][O:32][CH3:33].[P:23]([Cl:24])([Cl:25])([Cl:26])=[O:27].[n:15]1[c:16]([CH3:17])[cH:18][cH:19][cH:20][c:21]1[CH3:22]>>[Br:1][c:2]1[cH:3][cH:4][c:5]2[c:6]([Cl:25])[n:7][c:8]([CH2:12][Cl:13])[n:9][c:10]2[cH:11]1. Starting materials: COC(=O)C(NC(=O)OC(C)(C)C)P(=O)(OC)OC, CC(C)(C)C=O, C1CCOC1. Product: COC(=O)C(=CC(C)(C)C)NC(=O)OC(C)(C)C. RXN SMILES: [C:7]([CH3:8])([CH3:9])([CH3:10])[O:11][C:12](=[O:13])[NH:14][CH:15]([C:16](=[O:17])[O:18][CH3:19])[P:20]([O:21][CH3:22])([O:23][CH3:24])=[O:25].[CH:1]([C:2]([CH3:3])([CH3:4])[CH3:5])=[O:6].[O:26]1[CH2:27][CH2:28][CH2:29][CH2:30]1>>[CH:1]([C:2]([CH3:3])([CH3:4])[CH3:5])=[C:15]([NH:14][C:12]([O:11][C:7]([CH3:8])([CH3:9])[CH3:10])=[O:13])[C:16](=[O:17])[O:18][CH3:19].